From a dataset of the Open Reaction Database (ORD), a public repository of structured organic reaction records. describe an organic reaction: reactants, conditions, products, and yield Reactants: ClC1=NC(=C(C(=N1)Cl)SC)Cl (2,4,6-trichloro-5-methylthio-pyrimidine), CC(=O)CC (methylethylketone), [OH-].[Na+] (caustic soda), C(C)N (ethylamine). Solvent: O (water), aqueous solution, aqueous solution. Reaction conditions: temperature 5 celsius. Yields the product C(C)NC1=NC(=C(C(=N1)Cl)SC)Cl (2-ethylamino-4,6-dichloro-5-methylthio-pyrimidine). Reaction SMILES: Cl[C:2]1[N:7]=[C:6]([Cl:8])[C:5]([S:9][CH3:10])=[C:4]([Cl:11])[N:3]=1.CC(CC)=O.[CH2:17]([NH2:19])[CH3:18].[OH-].[Na+]>O>[CH2:17]([NH:19][C:2]1[N:7]=[C:6]([Cl:8])[C:5]([S:9][CH3:10])=[C:4]([Cl:11])[N:3]=1)[CH3:18] |f:3.4|. Procedure details: 45.9 Grams of 2,4,6-trichloro-5-methylthio-pyrimidine, 150 g of methylethylketone and 130 g of water are introduced into a 250 ml reactor provided with a stirrer. To this mixture maintained at 5° C. are added in a period of 30 minutes 9.44 g of ethylamine in 32.5% aqueous solution. The temperature of 5° C. is maintained for one and one half hours. Then 8.08 g of caustic soda in 30% aqueous solution are added. The mixture is maintained at 20° C. for 4 hours and over night in a refrigerator at abo... The reactants are C(C)OC(C(=CN(C)C)C(C1=C(C=CC=C1)C(F)(F)F)=O)=O (Ethyl-2-(2'-trifluoromethylbenzoyl)-3-dimethylaminopropenoate), O1CCOCC1 (dioxane), Cl.NO (hydroxylamine hydrochloride). The solvent is O (water). Reaction conditions: temperature 25 celsius, time 14 hour. Product: C(C)OC(=O)C=1C=NOC1C1=C(C=CC=C1)C(F)(F)F (ethyl-5-(2'-trifluoromethylphenyl)-4-isoxazolecarboxylate). The yield is 56.2%. As a reaction SMILES: [CH2:1]([O:3][C:4](=[O:22])[C:5]([C:10](=[O:21])[C:11]1[CH:16]=[CH:15][CH:14]=[CH:13][C:12]=1[C:17]([F:20])([F:19])[F:18])=[CH:6][N:7](C)C)[CH3:2].O1CCOCC1.Cl.NO>O>[CH2:1]([O:3][C:4]([C:5]1[CH:6]=[N:7][O:21][C:10]=1[C:11]1[CH:16]=[CH:15][CH:14]=[CH:13][C:12]=1[C:17]([F:20])([F:19])[F:18])=[O:22])[CH3:2] |f:2.3|. Reported procedure: Ethyl-2-(2'-trifluoromethylbenzoyl)-3-dimethylaminopropenoate (3.14 g.; 0.01 mol.) was dissolved in 15 ml. of dioxane. To this solution was added a solution of hydroxylamine hydrochloride (1.05 g.; 0.015 mol.) in 5 ml. of water. The resulting solution was stirred for 14 hours at 25° C. Extraction with water and diethyl ether yielded ethyl-5-(2'-trifluoromethylphenyl)-4-isoxazolecarboxylate as an oil (1.6 g.; 56.2% yield) having the following analysis: